Dataset: the Open Reaction Database (ORD), a public repository of structured organic reaction records. Task: describe an organic reaction: reactants, conditions, products, and yield RXN SMILES: [CH3:27][S:28](=[O:29])(=[O:30])[OH:31].[OH:1][CH:2]([CH2:3][NH:4][CH2:5][CH2:6][c:7]1[cH:8][n:9]([S:12](=[O:13])(=[O:14])[c:15]2[cH:16][cH:17][cH:18][cH:19][cH:20]2)[cH:10][cH:11]1)[c:21]1[cH:22][cH:23][cH:24][cH:25][cH:26]1.[OH:32][C:33]([C:34]([F:35])([F:36])[F:37])=[O:38]>>[CH:2]1([c:21]2[cH:22][cH:23][cH:24][cH:25][cH:26]2)[CH2:3][NH:4][CH2:5][CH2:6][c:7]2[c:8]1[n:9]([S:12](=[O:13])(=[O:14])[c:15]1[cH:16][cH:17][cH:18][cH:19][cH:20]1)[cH:10][cH:11]2. Yields the product O=S(=O)(c1ccccc1)n1ccc2c1C(c1ccccc1)CNCC2. Reactants: CS(=O)(=O)O, O=S(=O)(c1ccccc1)n1ccc(CCNCC(O)c2ccccc2)c1, O=C(O)C(F)(F)F.